This data is from the Open Reaction Database (ORD), a public repository of structured organic reaction records. The task is: describe an organic reaction: reactants, conditions, products, and yield Starting materials: Cc1ccc(OCC2COC(C)(C)O2)cc1C(=O)c1ccc(Nc2ccc(F)cc2F)cc1[N+](=O)[O-], O=C(O)C(F)(F)F, O. The product is Cc1ccc(OCC(O)CO)cc1C(=O)c1ccc(Nc2ccc(F)cc2F)cc1[N+](=O)[O-]. RXN SMILES: [F:1][c:2]1[c:3]([NH:9][c:10]2[cH:11][c:12]([N+:34](=[O:35])[O-:36])[c:13]([C:16](=[O:17])[c:18]3[c:19]([CH3:33])[cH:20][cH:21][c:22]([O:24][CH2:25][CH:26]4[O:27][C:28]([CH3:31])([CH3:32])[O:29][CH2:30]4)[cH:23]3)[cH:14][cH:15]2)[cH:4][cH:5][c:6]([F:8])[cH:7]1.[F:37][C:38]([F:39])([F:40])[C:41]([OH:42])=[O:43].[OH2:44]>>[F:1][c:2]1[c:3]([NH:9][c:10]2[cH:11][c:12]([N+:34](=[O:35])[O-:36])[c:13]([C:16](=[O:17])[c:18]3[c:19]([CH3:33])[cH:20][cH:21][c:22]([O:24][CH2:25][CH:26]([OH:27])[CH2:30][OH:29])[cH:23]3)[cH:14][cH:15]2)[cH:4][cH:5][c:6]([F:8])[cH:7]1. Starting materials: CC(C)([O-])C.[K+] (potassium tert-butoxide), OC1=CC=C(C=C1)S (4-Hydroxythiophenol), ClCCCO (3-chloro-1-propanol). The solvent is C(C)O (ethanol). Run at time 8 hour. Product: OCCCSC1=CC=C(C=C1)O (4-(3-Hydroxy-propylsulfanyl)-phenol). As a reaction SMILES: [OH:1][C:2]1[CH:7]=[CH:6][C:5]([SH:8])=[CH:4][CH:3]=1.CC(C)([O-])C.[K+].Cl[CH2:16][CH2:17][CH2:18][OH:19]>C(O)C>[OH:19][CH2:18][CH2:17][CH2:16][S:8][C:5]1[CH:6]=[CH:7][C:2]([OH:1])=[CH:3][CH:4]=1 |f:1.2|. Procedure: 4-Hydroxythiophenol (6.31 g, 50 mmol) was dissolved in ethanol (100 mL) and potassium tert-butoxide (6.72 g, 60 mmol) was added. The mixture was stirred until a clear, yellow solution was obtained. Then 3-chloro-1-propanol (4.20 ml, 50 mmol) was added with a syringe. The reaction mixture was stirred overnight at room temperature, the potassium chloride precipitate was filtered off and the filtrate was concentrated under reduced pressure. The residue was dissolved in ethyl acetate (150 mL) and th... The reactants are C(CCCCC)=O (hexanal), O (water), ice, I(=O)(=O)(=O)O (periodic acid). The solvent is C(C)(C)(C)O (tertiary butyl alcohol). Product: O=CCCCCCCCCCCC(=O)O (12-oxododecanoic acid). The yield is 73.0%. Reaction SMILES: [OH2:1].I(O)(=O)(=O)=O.[CH:7](=[O:13])[CH2:8][CH2:9][CH2:10][CH2:11][CH3:12]>C(O)(C)(C)C>[O:13]=[CH:7][CH2:8][CH2:9][CH2:10][CH2:11][CH2:12][CH2:12][CH2:11][CH2:10][CH2:9][CH2:8][C:7]([OH:13])=[O:1]. Procedure details: A 2.40 g (0.008 mol) sample of the acid was placed in a 250 mL Erlenmeyer flask and dissolved with 18 mL water and 9 mL tertiary butyl alcohol. The mixture was stirred continuously for homogeneity, followed by addition of 1.95 g (0.0086 mol) periodic acid in one portion. The reaction mixture was then stirred for 5 hours, after which 150 mL ice-cold water was added. The mixture was stirred for another 30 minutes and the resulting solid was vacuum-filtered to give crude 12-oxododecanoic acid. The ...